From a dataset of the Open Reaction Database (ORD), a public repository of structured organic reaction records. describe an organic reaction: reactants, conditions, products, and yield Reaction SMILES: N[C:2]1[CH:7]=[CH:6][C:5]([C:8]([CH3:16])([CH3:15])[C:9]2[CH:14]=[CH:13][CH:12]=[CH:11][CH:10]=2)=[CH:4][C:3]=1[S:17]([OH:20])(=[O:19])=[O:18].Cl.N([O-])=O.[Na+:25].[PH2](O)=O>O>[Na+:25].[CH3:16][C:8]([C:5]1[CH:4]=[C:3]([S:17]([O-:20])(=[O:19])=[O:18])[CH:2]=[CH:7][CH:6]=1)([CH3:15])[C:9]1[CH:10]=[CH:11][CH:12]=[CH:13][CH:14]=1 |f:2.3,6.7|. Reactants: N(=O)[O-].[Na+] (NaNO2), NC1=C(C=C(C=C1)C(C1=CC=CC=C1)(C)C)S(=O)(=O)O (1-Amino-4-(α,α-dimethylbenzyl)benzene-2-sulphonic acid), Cl (HCl), Cl (HCl), [PH2](=O)O (Hypophosphorous acid). Yields the product [Na+].CC(C1=CC=CC=C1)(C)C=1C=C(C=CC1)S(=O)(=O)[O-] (3-(α,α-dimethylbenzyl)benzenesulphonic acid sodium salt). Reaction conditions: temperature 65 celsius. Solvent: O (water), O (water). Procedure details: 1-Amino-4-(α,α-dimethylbenzyl)benzene-2-sulphonic acid (582.7 g) is suspended in water (41) in a 201 reaction vessel, cone. HCl is added (400 ml) and the mixture is stirred and heated at 65° C. for 20 minutes. The suspension is cooled to 20° C. and cone. HCl (400 ml) is added, followed by a solution of NaNO2 (138 g) in water (400 ml) dropwise, maintaining the temperature below 25° C. The resulting mixture is stirred at room temperature for a further 30 minutes. 50% Hypophosphorous acid (1.7 kg) ... Reaction conditions: time 1 hour. Isolated yield 82.4%. RXN SMILES: [F-].C([N+](CCCC)(CCCC)CCCC)CCC.[Si]([O:26][CH2:27][C:28]1[N:33]=[C:32]([N:34]2[CH2:39][CH2:38][O:37][CH2:36][CH2:35]2)[CH:31]=[CH:30][CH:29]=1)(C(C)(C)C)(C)C.O>C1COCC1>[N:34]1([C:32]2[N:33]=[C:28]([CH2:27][OH:26])[CH:29]=[CH:30][CH:31]=2)[CH2:35][CH2:36][O:37][CH2:38][CH2:39]1 |f:0.1|. The reactants are O (H2O), [F-].C(CCC)[N+](CCCC)(CCCC)CCCC (tetrabutylammonium fluoride), [Si](C)(C)(C(C)(C)C)OCC1=CC=CC(=N1)N1CCOCC1 (4-[6-(tert-butyldimethylsilanyloxymethyl)-pyridin-2-yl]morpholine). The product is N1(CCOCC1)C1=CC=CC(=N1)CO ((6-(Morpholin-4-yl)-pyridin-2-yl)methanol). Procedure details: A solution of tetrabutylammonium fluoride (1.44 mmol) in THF (1.0 M, 1.44 ml) was added to a stirred solution of 4-[6-(tert-butyldimethylsilanyloxymethyl)-pyridin-2-yl]morpholine (370 mg, 1.2 mmol) in THF (10 ml) at room temperature under N2 and the reaction mixture was stirred at room temperature for 1 h. H2O (30 ml) was added and the organic were extracted with EtOAc (150 ml), then washed with brine (50 ml), dried and concentrated under reduced. The mixture was purified by column chromatograph... Solvent: C1CCOC1 (THF), C1CCOC1 (THF). Starting materials: CO, CC(C)(C)CC=O, C[Si](C)(C)C#N, [I-], [I-], [Zn+2]. Yields the product CC(C)(C)CC(O)C#N. As a reaction SMILES: [CH3:17][OH:18].[CH3:1][C:2]([CH2:3][CH:4]=[O:5])([CH3:6])[CH3:7].[CH3:8][Si:9]([CH3:10])([CH3:11])[C:12]#[N:13].[I-:14].[I-:16].[Zn+2:15]>>[CH3:1][C:2]([CH2:3][CH:4]([OH:5])[C:12]#[N:13])([CH3:6])[CH3:7]. Starting materials: C(C1=CC=CC=C1)N(CC1=CC=CC=C1)[C@H](C=O)CC ((S)-2-(N,N-Dibenzylamino)-butyraldehyde), BrCCCCCCCCCCCCCCCC (1-bromohexadecane). The product is C(C1=CC=CC=C1)N(CC1=CC=CC=C1)[C@@H](CC)[C@@H](CCCCCCCCCCCCCCCC)O ((3S,4R)-3-(N,N-Dibenzylamino)-4-eicosanol), oil. The yield is 70.0%. As a reaction SMILES: [CH2:1]([N:8]([C@@H:16]([CH2:19][CH3:20])[CH:17]=[O:18])[CH2:9][C:10]1[CH:15]=[CH:14][CH:13]=[CH:12][CH:11]=1)[C:2]1[CH:7]=[CH:6][CH:5]=[CH:4][CH:3]=1.Br[CH2:22][CH2:23][CH2:24][CH2:25][CH2:26][CH2:27][CH2:28][CH2:29][CH2:30][CH2:31][CH2:32][CH2:33][CH2:34][CH2:35][CH2:36][CH3:37]>>[CH2:9]([N:8]([C@H:16]([C@H:17]([OH:18])[CH2:37][CH2:36][CH2:35][CH2:34][CH2:33][CH2:32][CH2:31][CH2:30][CH2:29][CH2:28][CH2:27][CH2:26][CH2:25][CH2:24][CH2:23][CH3:22])[CH2:19][CH3:20])[CH2:1][C:2]1[CH:7]=[CH:6][CH:5]=[CH:4][CH:3]=1)[C:10]1[CH:15]=[CH:14][CH:13]=[CH:12][CH:11]=1. Procedure: According to the method of Example 26, from aldehyde 6 (600 mg, 2.24 mmol) and 1-bromohexadecane (1.37 mL, 4.49 mmol), alcohol 59 was obtained as a colorless oil (775 mg, 70% yield).